This data is from the Open Reaction Database (ORD), a public repository of structured organic reaction records. The task is: describe an organic reaction: reactants, conditions, products, and yield The reactants are BrC1CCCC1, O=C([O-])[O-], Clc1nc(NC2CCCCC2)c2[nH]cnc2n1, [K+], [K+], CN(C)C=O. Product: Clc1nc(NC2CCCCC2)c2ncn(C3CCCC3)c2n1. As a reaction SMILES: [Br:18][CH:19]1[CH2:20][CH2:21][CH2:22][CH2:23]1.[C:24](=[O:25])([O-:26])[O-:27].[Cl:1][c:2]1[n:3][c:4]([NH:11][CH:12]2[CH2:13][CH2:14][CH2:15][CH2:16][CH2:17]2)[c:5]2[nH:6][cH:7][n:8][c:9]2[n:10]1.[K+:28].[K+:29].[O:30]=[CH:31][N:32]([CH3:33])[CH3:34]>>[Cl:1][c:2]1[n:3][c:4]([NH:11][CH:12]2[CH2:13][CH2:14][CH2:15][CH2:16][CH2:17]2)[c:5]2[n:6][cH:7][n:8]([CH:19]3[CH2:20][CH2:21][CH2:22][CH2:23]3)[c:9]2[n:10]1. Starting materials: OC1CCC2CCC1(c1ccccc1)N2Cc1ccccc1, C1CCOC1, COc1ccc(OC(F)(F)F)cc1CBr, [H-], [Na+], O. Yields the product COc1ccc(OC(F)(F)F)cc1COC1CCC2CCC1(c1ccccc1)N2Cc1ccccc1. RXN SMILES: [CH2:1]([c:2]1[cH:3][cH:4][cH:5][cH:6][cH:7]1)[N:8]1[C:9]2([c:17]3[cH:18][cH:19][cH:20][cH:21][cH:22]3)[CH:10]([OH:16])[CH2:11][CH2:12][CH:13]1[CH2:14][CH2:15]2.[CH2:41]1[O:42][CH2:43][CH2:44][CH2:45]1.[CH3:25][O:26][c:27]1[c:28]([CH2:29][Br:30])[cH:31][c:32]([O:35][C:36]([F:37])([F:38])[F:39])[cH:33][cH:34]1.[H-:23].[Na+:24].[OH2:40]>>[CH2:1]([c:2]1[cH:3][cH:4][cH:5][cH:6][cH:7]1)[N:8]1[C:9]2([c:17]3[cH:18][cH:19][cH:20][cH:21][cH:22]3)[CH:10]([O:16][CH2:29][c:28]3[c:27]([O:26][CH3:25])[cH:34][cH:33][c:32]([O:35][C:36]([F:37])([F:38])[F:39])[cH:31]3)[CH2:11][CH2:12][CH:13]1[CH2:14][CH2:15]2. Starting materials: CCO, CC(=O)OC(C)=O, COc1ccc2cccc(CC#N)c2c1, [H][H], O. Yields the product COc1ccc2cccc(CCNC(C)=O)c2c1. As a reaction SMILES: [CH3:1][CH2:2][OH:3].[CH3:22][C:23]([O:24][C:25](=[O:26])[CH3:27])=[O:28].[CH3:7][O:8][c:9]1[cH:10][cH:11][c:12]2[cH:13][cH:14][cH:15][c:16]([CH2:19][C:20]#[N:21])[c:17]2[cH:18]1.[H:5][H:6].[OH2:4]>>[CH3:1][C:2](=[O:3])[NH:21][CH2:20][CH2:19][c:16]1[cH:15][cH:14][cH:13][c:12]2[cH:11][cH:10][c:9]([O:8][CH3:7])[cH:18][c:17]21. The reactants are CC(C)(C)O, CC(C)(C)[O-], CI, [K+], CC12CCC(=O)C=C1CCC1C2CCC2(C)C(CO)CCC12. Yields the product CC1=C2CCC3C(CCC4(C)C(CO)CCC34)C2(C)CCC1=O. RXN SMILES: [C:31]([OH:32])([CH3:33])([CH3:34])[CH3:35].[CH3:1][C:2]([CH3:3])([O-:4])[CH3:5].[CH3:29][I:30].[K+:6].[O:7]=[C:8]1[CH:9]=[C:10]2[CH2:11][CH2:12][CH:13]3[CH:14]4[CH2:15][CH2:16][CH:17]([CH2:27][OH:28])[C:18]4([CH3:19])[CH2:20][CH2:21][CH:22]3[C:23]2([CH3:26])[CH2:24][CH2:25]1>>[CH3:1][C:9]1=[C:10]2[CH2:11][CH2:12][CH:13]3[CH:14]4[CH2:15][CH2:16][CH:17]([CH2:27][OH:28])[C:18]4([CH3:19])[CH2:20][CH2:21][CH:22]3[C:23]2([CH3:26])[CH2:24][CH2:25][C:8]1=[O:7]. The reactants are C1CCOC1, COC(=O)c1ccc(N2CCCCC2C)c(C(F)(F)F)c1, [Li+], [OH-], O. The product is CC1CCCCN1c1ccc(C(=O)O)cc1C(F)(F)F. As a reaction SMILES: [CH2:24]1[O:25][CH2:26][CH2:27][CH2:28]1.[CH3:1][CH:2]1[N:3]([c:8]2[c:9]([C:18]([F:19])([F:20])[F:21])[cH:10][c:11]([C:12](=[O:13])[O:14][CH3:15])[cH:16][cH:17]2)[CH2:4][CH2:5][CH2:6][CH2:7]1.[Li+:22].[OH-:23].[OH2:29]>>[CH3:1][CH:2]1[N:3]([c:8]2[c:9]([C:18]([F:19])([F:20])[F:21])[cH:10][c:11]([C:12](=[O:13])[OH:14])[cH:16][cH:17]2)[CH2:4][CH2:5][CH2:6][CH2:7]1. Reactants: CC(C)O, O=C(Cl)C(Cl)Cl. Product: CC(C)OC(=O)C(Cl)Cl. Reaction SMILES: [CH:7]([CH3:8])([CH3:9])[OH:10].[Cl:1][CH:2]([Cl:3])[C:4]([Cl:5])=[O:6]>>[Cl:1][CH:2]([Cl:3])[C:4](=[O:6])[O:10][CH:7]([CH3:8])[CH3:9].